Dataset: the Open Reaction Database (ORD), a public repository of structured organic reaction records. Task: describe an organic reaction: reactants, conditions, products, and yield The reactants are O (water), ClC1=C(C=C(C=C1)N(C(CC1=CC(=CC=C1)F)=O)CC(CC)=O)C(F)(F)F (N-(4-chloro-3-trifluoromethyl-phenyl)-N-(2-oxobutyl)-3-fluorophenylacetamide), [OH-].[Na+] (sodium hydroxide). Run in C(C)O (ethanol). Yields the product ClC1=C(C=C(C=C1)N1C(C(=C(C1)CC)C1=CC(=CC=C1)F)=O)C(F)(F)F ((4-chloro-3-trifluoromethylphenyl)-4-ethyl-3-(3-fluorophenyl)-3-pyrroline-2-one), crystals. Isolated yield 85.0%. Reaction SMILES: [Cl:1][C:2]1[CH:7]=[CH:6][C:5]([N:8]([CH2:19][C:20](=O)[CH2:21][CH3:22])[C:9](=[O:18])[CH2:10][C:11]2[CH:16]=[CH:15][CH:14]=[C:13]([F:17])[CH:12]=2)=[CH:4][C:3]=1[C:24]([F:27])([F:26])[F:25].[OH-].[Na+].O>C(O)C>[Cl:1][C:2]1[CH:7]=[CH:6][C:5]([N:8]2[CH2:19][C:20]([CH2:21][CH3:22])=[C:10]([C:11]3[CH:16]=[CH:15][CH:14]=[C:13]([F:17])[CH:12]=3)[C:9]2=[O:18])=[CH:4][C:3]=1[C:24]([F:27])([F:26])[F:25] |f:1.2|. Reported procedure: 2.38 g (5.92 mmol) of N-(4-chloro-3-trifluoromethyl-phenyl)-N-(2-oxobutyl)-3-fluorophenylacetamide prepared in the same manner as in Example 3 were dissolved in 10 ml of ethanol, and 0.25 ml of a 10% aqueous sodium hydroxide solution was added at room temperature with stirring. The solution was stirred at the same temperature for 1 hour, and the reaction mixture was then poured into water, followed by extraction with ethyl acetate. Afterward, the resultant organic layer was dried over magnesium ...